This data is from the Open Reaction Database (ORD), a public repository of structured organic reaction records. The task is: describe an organic reaction: reactants, conditions, products, and yield The reactants are C([O-])([O-])=O.[Na+].[Na+] (sodium carbonate), C1(=CC=CC=C1)S(=O)(=O)N1C(=CC=2C1=NC=CC2)C(=CC(C)C)OS(=O)(=O)C2=CC=C(C=C2)C (toluene-4-sulfonic acid-1-(1-benzenesulfonyl-1H-pyrrolo[2,3-b]pyridin-2-yl)-3-methyl-but-1-enyl ester), C(C)OC=1C=C(C=CC1)B(O)O (3-ethoxy-phenylboronic acid). Reagents/catalysts: Cl[Pd]([P](C1=CC=CC=C1)(C2=CC=CC=C2)C3=CC=CC=C3)([P](C4=CC=CC=C4)(C5=CC=CC=C5)C6=CC=CC=C6)Cl (bis(triphenylphosphine)palladium(II) dichloride). Run in O1CCOCC1 (1,4-dioxane), C(C)(=O)OCC (ethyl acetate). The product is ethyl acetate petroleum ether, C(C)OC=1C=C(C=CC1)C(=CC(C)C)C1=CC=2C(=NC=CC2)N1S(=O)(=O)C1=CC=CC=C1 (2-(1-(3-ethoxy-phenyl)-3-methyl-but-1-enyl)-1-(phenylsulfonyl)-1H-pyrrolo[2,3-b]pyridine). The yield is 81.6%. Reaction SMILES: [C:1]1([S:7]([N:10]2[C:14]3=[N:15][CH:16]=[CH:17][CH:18]=[C:13]3[CH:12]=[C:11]2[C:19](OS(C2C=CC(C)=CC=2)(=O)=O)=[CH:20][CH:21]([CH3:23])[CH3:22])(=[O:9])=[O:8])[CH:6]=[CH:5][CH:4]=[CH:3][CH:2]=1.[CH2:35]([O:37][C:38]1[CH:39]=[C:40](B(O)O)[CH:41]=[CH:42][CH:43]=1)[CH3:36].C(=O)([O-])[O-].[Na+].[Na+]>O1CCOCC1.C(OCC)(=O)C.Cl[Pd](Cl)([P](C1C=CC=CC=1)(C1C=CC=CC=1)C1C=CC=CC=1)[P](C1C=CC=CC=1)(C1C=CC=CC=1)C1C=CC=CC=1>[CH2:35]([O:37][C:38]1[CH:43]=[C:42]([C:19]([C:11]2[N:10]([S:7]([C:1]3[CH:6]=[CH:5][CH:4]=[CH:3][CH:2]=3)(=[O:9])=[O:8])[C:14]3=[N:15][CH:16]=[CH:17][CH:18]=[C:13]3[CH:12]=2)=[CH:20][CH:21]([CH3:22])[CH3:23])[CH:41]=[CH:40][CH:39]=1)[CH3:36] |f:2.3.4,^1:67,86|. Procedure: A suspension of toluene-4-sulfonic acid-1-(1-benzenesulfonyl-1H-pyrrolo[2,3-b]pyridin-2-yl)-3-methyl-but-1-enyl ester (prepared as in Example 130, 3.0 g, 6.04 mmol), 3-ethoxy-phenylboronic acid (2.51 g, 15.1 mmol), bis(triphenylphosphine)palladium(II) dichloride (420 mg, 0.60 mmol) in 1,4-dioxane (30 mL) and an aqueous sodium carbonate solution (2N, 15.4 mL) was heated in a microwave at 100° C. for 2 h under nitrogen. The reaction mixture was diluted with ethyl acetate (20 mL) and washed with a ... Reactants: ClN1C(CCC1=O)=O (NCS), S1C=CC2=C1NC(=C2)C(=O)OCC (ethyl 6H-thieno[2,3-b]pyrrole-5-carboxylate), ClN1C(CCC1=O)=O (N-chlorosuccinimide), CC(=O)O (AcOH). The solvent is C(Cl)(Cl)Cl (CHCl3). Run at temperature 23 celsius, time 5 hour. The product is ClC1=CC2=C(NC(=C2)C(=O)OCC)S1 (ethyl 2-chloro-6H-thieno[2,3-b]pyrrole-5-carboxylate). Isolated yield 63.3%. As a reaction SMILES: [S:1]1[C:5]2[NH:6][C:7]([C:9]([O:11][CH2:12][CH3:13])=[O:10])=[CH:8][C:4]=2[CH:3]=[CH:2]1.CC(O)=O.[Cl:18]N1C(=O)CCC1=O>C(Cl)(Cl)Cl>[Cl:18][C:2]1[S:1][C:5]2[NH:6][C:7]([C:9]([O:11][CH2:12][CH3:13])=[O:10])=[CH:8][C:4]=2[CH:3]=1. Reported procedure: To a solution of ethyl 6H-thieno[2,3-b]pyrrole-5-carboxylate (0.21 g, 1.1 mmol) in CHCl3 (2.0 mL) cooled in an ice bath to 0° C., was added AcOH (glacial, 2.0 mL) followed by portionwise addition of N-chlorosuccinimide (NCS) (0.14 g, 1.1 mmol) over 2 h. After the addition of NCS was complete, the ice bath was removed and the reaction was allowed to stir at 23° C. for 5 h. After 5 h the CHCl3 was removed in vacuo and the remaining mixture was combined with aqueous 4N NaOH (10 mL) and extracted wi... Starting materials: COC(=O)C(C)N, CCN1CCCCC1, CN(C)C=O, O=C(NCC(=O)N1CCCC1C(=O)Oc1c(Cl)c(Cl)c(Cl)c(Cl)c1Cl)OCc1ccccc1, Cl. Product: COC(=O)C(C)NC(=O)C1CCCN1C(=O)CNC(=O)OCc1ccccc1. RXN SMILES: [CH3:34][O:35][C:36]([CH:37]([NH2:38])[CH3:39])=[O:40].[CH3:42][CH2:43][N:44]1[CH2:45][CH2:46][CH2:47][CH2:48][CH2:49]1.[CH3:50][N:51]([CH3:52])[CH:53]=[O:54].[Cl:1][c:2]1[c:3]([O:4][C:9]([CH:10]2[N:11]([C:15]([CH2:16][NH:17][C:18](=[O:19])[O:20][CH2:21][c:22]3[cH:23][cH:24][cH:25][cH:26][cH:27]3)=[O:28])[CH2:12][CH2:13][CH2:14]2)=[O:29])[c:5]([Cl:6])[c:7]([Cl:8])[c:30]([Cl:31])[c:32]1[Cl:33].[ClH:41]>>[C:9]([CH:10]1[N:11]([C:15]([CH2:16][NH:17][C:18](=[O:19])[O:20][CH2:21][c:22]2[cH:23][cH:24][cH:25][cH:26][cH:27]2)=[O:28])[CH2:12][CH2:13][CH2:14]1)(=[O:29])[NH:38][CH:37]([C:36]([O:35][CH3:34])=[O:40])[CH3:39]. Starting materials: NN1C(C2=CC=CC=C2C(=N1)N1CCOCC1)=O (2-amino-4-morpholinophthalazin-1(2H)-one), FC1=C(C=C(C=C1)F)CC(=O)O (2-(2,5-difluorophenyl)acetic acid). Product: FC1=C(C=C(C=C1)F)CC(=O)NN1C(C2=CC=CC=C2C(=N1)N1CCOCC1)=O (2-(2,5-difluorophenyl)-N-[4-(morpholin-4-yl)-1-oxophthalazin-2(1H)-yl]acetamide). RXN SMILES: [NH2:1][N:2]1[N:11]=[C:10]([N:12]2[CH2:17][CH2:16][O:15][CH2:14][CH2:13]2)[C:9]2[C:4](=[CH:5][CH:6]=[CH:7][CH:8]=2)[C:3]1=[O:18].[F:19][C:20]1[CH:25]=[CH:24][C:23]([F:26])=[CH:22][C:21]=1[CH2:27][C:28](O)=[O:29]>>[F:19][C:20]1[CH:25]=[CH:24][C:23]([F:26])=[CH:22][C:21]=1[CH2:27][C:28]([NH:1][N:2]1[N:11]=[C:10]([N:12]2[CH2:17][CH2:16][O:15][CH2:14][CH2:13]2)[C:9]2[C:4](=[CH:5][CH:6]=[CH:7][CH:8]=2)[C:3]1=[O:18])=[O:29]. Reported procedure: The product of Example 1B and 2-(2,5-difluorophenyl)acetic acid were treated using a method similar to that described in Example 111 to give the title compound. 1H NMR (500 MHz, DMSO-d6/Deuterium Oxide) δ ppm 8.32 (dd, J=7.9, 1.3 Hz, 1H), 8.03 (d, J=8.0 Hz, 1H), 7.97-8.01 (m, 1H), 7.90-7.93 (m, 1H), 7.36 (ddd, J=9.0, 5.8, 3.2 Hz, 1H), 7.12-7.29 (m, 2H), 3.82-3.84 (m, 4H), 3.75 (s, 2H), 3.09-3.11 (m, 4H); MS (ESI+) M/Z 401 (M+H)+. Starting materials: solution, C(CCC)[Li] (n-butyllithium), BrC1=C(C=C(C(=C1)Br)F)F (1,5-dibromo-2,4-difluorobenzene), FC=1C=C(C=O)C=CC1 (m-fluorobenzaldehyde), [Cl-].[NH4+] (ammonium chloride). The solvent is CCCCCC (hexane), C(C)OCC (diethyl ether). Reaction conditions: temperature -70 celsius. Product: BrC=1C(=CC(=C(C1)C(O)C1=CC(=CC=C1)F)F)F ((5-Bromo-2,4-difluoro-phenyl)-(3-fluoro-phenyl)-methanol). RXN SMILES: Br[C:2]1[CH:7]=[C:6]([Br:8])[C:5]([F:9])=[CH:4][C:3]=1[F:10].C([Li])CCC.[F:16][C:17]1[CH:18]=[C:19]([CH:22]=[CH:23][CH:24]=1)[CH:20]=[O:21].[Cl-].[NH4+]>C(OCC)C.CCCCCC>[Br:8][C:6]1[C:5]([F:9])=[CH:4][C:3]([F:10])=[C:2]([CH:20]([C:19]2[CH:22]=[CH:23][CH:24]=[C:17]([F:16])[CH:18]=2)[OH:21])[CH:7]=1 |f:3.4|. Procedure details: A total of 2.02 g of 1,5-dibromo-2,4-difluorobenzene obtained in Production Example II-5-a was dissolved in 38 ml of diethyl ether, and 4.9 ml of a 1.58 M solution of n-butyllithium in hexane was added under stirring at −70° C. After stirring for 1 hour, 4.9 ml of m-fluorobenzaldehyde was added and the mixture was stirred for 15 minutes. Saturated aqueous ammonium chloride solution was added to the reaction mixture, followed by extracting with ethyl acetate. The resulting organic layer was washe... Starting materials: CCN(CC)C(=O)Oc1ccc(OC)cc1 (substrate), Br[Mg]c1ccccc1 (effective_coupling_partner). The reagents and catalysts are CC(O)c1ccccc1P(c2ccccc2)c3ccccc3. Reaction conditions: temperature 25 celsius, time 1 hour. Yields the product COc2ccc(c1ccccc1)cc2. Reactants: C(C)(C)(C)OC(C1=CC=C(C=C1)NC1CCN(CC1)C1=NC2=C(N1)C=CC(=C2)OC)=O (4-[1-(5-Methoxy-1H-benzoimidazol-2-yl)piperidin-4-ylamino]benzoic acid tert-butyl ester). The solvent is C(=O)(C(F)(F)F)O (TFA). Reaction conditions: temperature 25 celsius, time 12 hour. The product is COC1=CC2=C(NC(=N2)N2CCC(CC2)NC2=CC=C(C(=O)O)C=C2)C=C1 (4-[1-(5-Methoxy-1H-benzoimidazol-2-yl)piperidin-4-ylamino]benzoic acid). RXN SMILES: C([O:5][C:6](=[O:31])[C:7]1[CH:12]=[CH:11][C:10]([NH:13][CH:14]2[CH2:19][CH2:18][N:17]([C:20]3[NH:24][C:23]4[CH:25]=[CH:26][C:27]([O:29][CH3:30])=[CH:28][C:22]=4[N:21]=3)[CH2:16][CH2:15]2)=[CH:9][CH:8]=1)(C)(C)C>C(O)(C(F)(F)F)=O>[CH3:30][O:29][C:27]1[CH:26]=[CH:25][C:23]2[NH:24][C:20]([N:17]3[CH2:18][CH2:19][CH:14]([NH:13][C:10]4[CH:11]=[CH:12][C:7]([C:6]([OH:31])=[O:5])=[CH:8][CH:9]=4)[CH2:15][CH2:16]3)=[N:21][C:22]=2[CH:28]=1. Procedure: A solution of (12) (0.03 g, 0.071 mmol) in TFA (5 mL) was capped with a drying tube and stirred at 25° C. for 12 h. The reaction mixture was then concentrated to a light brown oily residue (0.033 g, 97.5%); 1H NMR (DMSO) δ 13.00 (br s, 1H), 7.68 (d, 2H, J=8.6), 7.30 (d, 1H, J=8.7), 6.92 (d, 1H, J=2.2), 6.85 (dd, 1H, J=8.0, 2.3), 3.99 (d, 2H, J=13.3), 3.78 (s, 3H), 3.70 (m, 1H), 3.46 (t, 2H, J=11.2), 2.09 (d, 2H, J=10.7), 1.56 (m, 2H); 13C NMR (DMSO) δ 167.4, 156.2, 151.3, 150.0, 131.2, 131.0, 12...